From a dataset of the Open Reaction Database (ORD), a public repository of structured organic reaction records. describe an organic reaction: reactants, conditions, products, and yield Starting materials: [Na] (Sodium), [H-].COCCO[Al+2].[H-] (2-methoxyethoxy-aluminum hydride), COC(CCCC1C(C=2NC(C=CC2)=CCCO)O1)=O (Methyl-5,6-epoxy-6-[6-(3-hydroxy-propyl-1yl)pyridine-2yl]-hexanoate). The solvent is C1(=CC=CC=C1)C (toluene), C1(=CC=CC=C1)C (toluene). Reaction conditions: temperature 0 celsius, time 4 hour. Product: OCC=CC1=CC=CC(=N1)C1C(O1)CCCCO (3-[6-(3-Hydroxy-1-propenyl)-2-pyridinyl]-oxiranebutanol). RXN SMILES: [Na].[H-].COCCO[Al+2].[H-].C[O:11][C:12](=O)[CH2:13][CH2:14][CH2:15][CH:16]1[O:28][CH:17]1[C:18]1[NH:19][C:20](=[CH:24][CH2:25][CH2:26][OH:27])[CH:21]=[CH:22][CH:23]=1>C1(C)C=CC=CC=1>[OH:27][CH2:26][CH:25]=[CH:24][C:20]1[N:19]=[C:18]([CH:17]2[O:28][CH:16]2[CH2:15][CH2:14][CH2:13][CH2:12][OH:11])[CH:23]=[CH:22][CH:21]=1 |f:1.2.3,^1:0|. Procedure details: Sodium (bis) 2-methoxyethoxy-aluminum hydride (0.31 ml, 1.05 mmole) is dissolved in 1 ml toluene in an oven-dried 10 ml 2-neck round bottom flask under nitrogen at 0° C. Methyl-5,6-epoxy-6-[6-(3-hydroxy-propyl-1yl)pyridine-2yl]-hexanoate (72 mg, 0.263 mmole), in 3×0.3 ml toluene, is added dropwise to the reaction mixture at 0° C. The reaction mixture is stirred 4 hours at 0° C., quenched with the careful addition of 5 ml 0.5M sodium potassium tartrate, and stirred vigorously for 1.5 hours while ... Reactants: OC1=CC=CC=2OC(=CC21)C(=O)OC (methyl 4-hydroxybenzo(b)furan-2-carboxylate), S(=O)(=O)(OC[C@@H]1CO1)C1=CC=C([N+](=O)[O-])C=C1 ((S)-glycidyl nosylate), C([O-])([O-])=O.[K+].[K+] (potassium carbonate). The solvent is CN(C)C=O (DMF). Reaction conditions: time 8 hour. Product: C([C@@H]1CO1)OC1=CC=CC=2OC(=CC21)C(=O)OC (methyl(S)-4-glycidyloxybenzo(b)furan-2-carboxylate). The yield is 88.2%. As a reaction SMILES: [OH:1][C:2]1[C:10]2[CH:9]=[C:8]([C:11]([O:13][CH3:14])=[O:12])[O:7][C:6]=2[CH:5]=[CH:4][CH:3]=1.S(C1C=CC([N+]([O-])=O)=CC=1)(O[CH2:19][C@H:20]1[O:22][CH2:21]1)(=O)=O.C(=O)([O-])[O-].[K+].[K+]>CN(C=O)C>[CH2:19]([O:1][C:2]1[C:10]2[CH:9]=[C:8]([C:11]([O:13][CH3:14])=[O:12])[O:7][C:6]=2[CH:5]=[CH:4][CH:3]=1)[C@H:20]1[O:22][CH2:21]1 |f:2.3.4|. Procedure details: To a solution (60 ml) of methyl 4-hydroxybenzo(b)furan-2-carboxylate (3.6 g) in DMF were added (S)-glycidyl nosylate (5.1 g) and potassium carbonate (6.5 g) and the mixture was stirred at room temperature for 8 hr. The reaction mixture was concentrated under reduced pressure and ethyl acetate was added to the residue. The mixture was washed with water, dried over anhydrous magnesium sulfate, and concentrated under reduced pressure to give the title compound (4.1 g) as a yellow crystalline compou... Reactants: CC=1C=C2CCNC(C2=CC1C)=O (6,7-dimethyl-1-oxo-1,2,3,4-tetrahydro-isoquinoline), ClCC1CN(CC1)CCCC1=CC=NC=C1 (3-chloromethyl-N-[3-(pyrid-4-yl)-propyl]-pyrrolidine). Product: O.Cl.Cl.N1=CC=C(C=C1)CCCN1CC(CC1)CN1C(C2=CC(=C(C=C2CC1)C)C)=O (2-[(N-(3-(Pyrid-4-yl)-propyl)-pyrrolidin-3-yl)-methyl]-6,7-dimethyl-1-oxo-1,2,3,4-tetrahydro-isoquinoline-dihydrochloride-monohydrate). Reaction SMILES: [CH3:1][C:2]1[CH:3]=[C:4]2[C:9](=[CH:10][C:11]=1[CH3:12])[C:8](=[O:13])[NH:7][CH2:6][CH2:5]2.[Cl:14][CH2:15][CH:16]1[CH2:20][CH2:19][N:18]([CH2:21][CH2:22][CH2:23][C:24]2[CH:29]=[CH:28][N:27]=[CH:26][CH:25]=2)[CH2:17]1>>[OH2:13].[ClH:14].[ClH:14].[N:27]1[CH:28]=[CH:29][C:24]([CH2:23][CH2:22][CH2:21][N:18]2[CH2:19][CH2:20][CH:16]([CH2:15][N:7]3[CH2:6][CH2:5][C:4]4[C:9](=[CH:10][C:11]([CH3:12])=[C:2]([CH3:1])[CH:3]=4)[C:8]3=[O:13])[CH2:17]2)=[CH:25][CH:26]=1 |f:2.3.4.5|. Reported procedure: Prepared from 6,7-dimethyl-1-oxo-1,2,3,4-tetrahydro-isoquinoline and 3-chloromethyl-N-[3-(pyrid-4-yl)-propyl]-pyrrolidine analogously to Example 2.